Dataset: the Open Reaction Database (ORD), a public repository of structured organic reaction records. Task: describe an organic reaction: reactants, conditions, products, and yield Reactants: ClC1=NC(=C2N=C(N(C2=N1)C1OCCCC1)CN1CC(C1)N1CC(NCC1)=O)N1CCOCC1 (4-{1-[2-chloro-6-morpholin-4-yl-9-(tetrahydropyran-2-yl)-9H-purin-8-ylmethyl]azetidin-3-yl}piperazin-2-one), C(C)C=1NC2=C(N1)C=CC=C2 (2-ethylbenzimidazole), CC(C)C1=CC(=C(C(=C1)C(C)C)C2=C(C=CC=C2)P(C3CCCCC3)C4CCCCC4)C(C)C (XPhos), C(=O)([O-])[O-].[Cs+].[Cs+] (Cs2CO3). Reagents/catalysts: C=1C=CC(=CC1)/C=C/C(=O)/C=C/C2=CC=CC=C2.C=1C=CC(=CC1)/C=C/C(=O)/C=C/C2=CC=CC=C2.C=1C=CC(=CC1)/C=C/C(=O)/C=C/C2=CC=CC=C2.[Pd].[Pd] (tris(dibenzylideneacetone)dipalladium). Run in O1CCOCC1 (dioxane). Conditions: temperature 115 celsius, time 16 hour. The product is C(C)C1=NC2=C(N1C1=NC(=C3N=C(N(C3=N1)C1OCCCC1)CN1CC(C1)N1CC(NCC1)=O)N1CCOCC1)C=CC=C2 (4-{1-[2-(2-Ethylbenzoimidazol-1-yl)-6-morpholin-4-yl-9-(tetrahydropyran-2-yl)-9H-purin-8-ylmethyl]azetidin-3-yl}piperazin-2-one). Yield: 39.1%. Reaction SMILES: Cl[C:2]1[N:10]=[C:9]2[C:5]([N:6]=[C:7]([CH2:17][N:18]3[CH2:21][CH:20]([N:22]4[CH2:27][CH2:26][NH:25][C:24](=[O:28])[CH2:23]4)[CH2:19]3)[N:8]2[CH:11]2[CH2:16][CH2:15][CH2:14][CH2:13][O:12]2)=[C:4]([N:29]2[CH2:34][CH2:33][O:32][CH2:31][CH2:30]2)[N:3]=1.[CH2:35]([C:37]1[NH:38][C:39]2[CH:45]=[CH:44][CH:43]=[CH:42][C:40]=2[N:41]=1)[CH3:36].CC(C1C=C(C(C)C)C(C2C=CC=CC=2P(C2CCCCC2)C2CCCCC2)=C(C(C)C)C=1)C.C([O-])([O-])=O.[Cs+].[Cs+]>O1CCOCC1.C1C=CC(/C=C/C(/C=C/C2C=CC=CC=2)=O)=CC=1.C1C=CC(/C=C/C(/C=C/C2C=CC=CC=2)=O)=CC=1.C1C=CC(/C=C/C(/C=C/C2C=CC=CC=2)=O)=CC=1.[Pd].[Pd]>[CH2:35]([C:37]1[N:38]([C:2]2[N:10]=[C:9]3[C:5]([N:6]=[C:7]([CH2:17][N:18]4[CH2:19][CH:20]([N:22]5[CH2:27][CH2:26][NH:25][C:24](=[O:28])[CH2:23]5)[CH2:21]4)[N:8]3[CH:11]3[CH2:16][CH2:15][CH2:14][CH2:13][O:12]3)=[C:4]([N:29]3[CH2:30][CH2:31][O:32][CH2:33][CH2:34]3)[N:3]=2)[C:39]2[CH:45]=[CH:44][CH:43]=[CH:42][C:40]=2[N:41]=1)[CH3:36] |f:3.4.5,7.8.9.10.11|. Reported procedure: A mixture of 4-{1-[2-chloro-6-morpholin-4-yl-9-(tetrahydropyran-2-yl)-9H-purin-8-ylmethyl]azetidin-3-yl}piperazin-2-one (990 mg, 2.00 mmol), 2-ethylbenzimidazole (322 mg, 2.20 mmol), tris(dibenzylideneacetone)dipalladium (46 mg, 0.05 mmol), XPhos (95 mg, 0.20 mmol) and Cs2CO3 (980 mg, 3.01 mmol) in dioxane (30 mL) was purged with argon then heated at 115° C. for 6 h then stirred at r.t. for 16 h. The reaction mixture was filtered through Celite®, washing with dioxane, and the filtrate concentrat... Starting materials: [OH-].[Na+] (NaOH), C(=O)O (formic acid), C(C)(=O)OC(C)=O (acetic anhydride), C1=CC=CC=2CC3=C(C(CC21)CN)C=CC=C3 (10,11-dihydro-5H-dibenzo[a,d]cycloheptene-10-methylamine). The solvent is O (Water). Conditions: time 1 hour. Yields the product C(=O)NCC1CC2=C(CC3=C1C=CC=C3)C=CC=C2 (N-formyl-10,11-dihydro-5H-dibenzo[a,d]cycloheptene-10-methylamine). Reaction SMILES: [CH:1]([OH:3])=O.C(OC(=O)C)(=O)C.[CH:11]1[C:21]2[CH2:20][CH:19]([CH2:22][NH2:23])[C:18]3[CH:24]=[CH:25][CH:26]=[CH:27][C:17]=3[CH2:16][C:15]=2[CH:14]=[CH:13][CH:12]=1.[OH-].[Na+]>O>[CH:1]([NH:23][CH2:22][CH:19]1[C:18]2[CH:24]=[CH:25][CH:26]=[CH:27][C:17]=2[CH2:16][C:15]2[CH:14]=[CH:13][CH:12]=[CH:11][C:21]=2[CH2:20]1)=[O:3] |f:3.4|. Procedure details: A mixture of formic acid and acetic anhydride (1:1, 20 ml) is prepared at 0° to 10° C and added to 10,11-dihydro-5H-dibenzo[a,d]cycloheptene-10-methylamine (15.0 g). The mixture is stirred for 1 hr. and then allowed to stand for 18 hr. Water (100 ml) and ice chips are are added. After stirring for 15 min., the mixture is rendered alkaline with dilute NaOH solution and extracted with ether. The extract is washed with water, dried (MgSO4) and concentrated to afford N-formyl-10,11-dihydro-5H-dibenz... Starting materials: C1=CC2=C(C=C1C=O)OCO2 (piperonal), C[Si](C)(C)C#N (trimethylsilylcyanide), [C-]#N.[K+] (potassium cyanide), C1COCCOCCOCCOCCOCCO1 (18-crown-6), C1=CC2=C(C=C1C=O)OCO2 (piperonal). The solvent is C(Cl)Cl (methylene chloride), CCOCC (ether), C([O-])(O)=O (bicarbonate). Reaction conditions: time 75 minute. Yields the product C[Si](OC(C#N)C1=CC2=C(C=C1)OCO2)(C)C (α-Trimethylsilyloxy-3,4-methylenedioxyphenylacetonitrile). As a reaction SMILES: [CH:1]1[C:6]([CH:7]=[O:8])=[CH:5][C:4]2[O:9][CH2:10][O:11][C:3]=2[CH:2]=1.[CH3:12][Si:13](C#N)([CH3:15])[CH3:14].[C-:18]#[N:19].[K+].C1OCCOCCOCCOCCOCCOC1>CCOCC.C(=O)(O)[O-].C(Cl)Cl>[CH3:12][Si:13]([CH3:15])([CH3:14])[O:8][CH:7]([C:6]1[CH:1]=[CH:2][C:3]2[O:11][CH2:10][O:9][C:4]=2[CH:5]=1)[C:18]#[N:19] |f:2.3|. Procedure details: To a nitrogen flushed magnetically stirred 3 L single neck round bottom flask fitted with a nitrogen inlet was charged 285 g (1.9 mol) of piperonal, 200 g (2.0 mol) of trimethylsilylcyanide, 0.2 g of potassium cyanide, 0.2 g of 18-crown-6 and 500 mL of methylene chloride. The mixture was stirred at ambient temperature for 75 min, during which time the reaction exothermed to 35° C. A second charge of 5 g of piperonal was added and the reaction stirred an additional 75 min. The reaction mixture wa... The reactants are O (water), C(C)(=O)O (acetic acid), ClC1=C(C(=NC=C1F)C(COC1OCCCC1)C)F (4-Chloro-3,5-difluoro-2-(1-(2-tetrahydropyranyl)oxy-2-propyl)pyridine). Run in C1CCOC1 (THF). Reaction conditions: temperature 45 celsius. Product: ClC1=C(C(=NC=C1F)C(CO)C)F (4-Chloro-3,5-difluoro-2-(1-hydroxy-2-propyl)pyridine). RXN SMILES: [Cl:1][C:2]1[C:7]([F:8])=[CH:6][N:5]=[C:4]([CH:9]([CH3:18])[CH2:10][O:11]C2CCCCO2)[C:3]=1[F:19].O.C(O)(=O)C>C1COCC1>[Cl:1][C:2]1[C:7]([F:8])=[CH:6][N:5]=[C:4]([CH:9]([CH3:18])[CH2:10][OH:11])[C:3]=1[F:19]. Procedure details: The product of Step 1 is dissolved in 200 mL of 2:1 THF:water and to this solution is added 6 mL of acetic acid. The reaction mixture is heated at 45° C. for approximately 5 hours. The THF is removed under reduced pressure and the aqueous reaction mixture is adjusted to a pH in the range of 8 to 9 with 10% sodium carbonate and is then extracted with methylene chloride. The organic layer is dried over anhydrous sodium sulfate, filtered and concentrated in vacuo to afford the title compound. Reactants: FC1=C(C(=O)O)C=CC(=C1)C1=NC=CC=C1 (2-fluoro-4-(pyridine-2-yl)benzoic acid), S(=O)(Cl)Cl (Thionyl chloride). Run at temperature 70 celsius, time 8 hour. The product is FC1=C(C(=O)Cl)C=CC(=C1)C1=NC=CC=C1 (2-fluoro-4-(pyridin-2-yl)benzoyl chloride). As a reaction SMILES: [F:1][C:2]1[CH:10]=[C:9]([C:11]2[CH:16]=[CH:15][CH:14]=[CH:13][N:12]=2)[CH:8]=[CH:7][C:3]=1[C:4](O)=[O:5].S(Cl)([Cl:19])=O>>[F:1][C:2]1[CH:10]=[C:9]([C:11]2[CH:16]=[CH:15][CH:14]=[CH:13][N:12]=2)[CH:8]=[CH:7][C:3]=1[C:4]([Cl:19])=[O:5]. Procedure: Thionyl chloride (20 ml) was added to 2-fluoro-4-(pyridine-2-yl)benzoic acid (1.91 g, 8.66 mmol) and the mixture was stirred at 70° C. overnight. The solvent was evaporated under reduced pressure and the residue was dried in vacuum to yield 2-fluoro-4-(pyridin-2-yl)benzoyl chloride. The reactants are CN1C(N(C(=C(C1=O)C1=CC=NN1C1=CC=C(C#N)C=C1)C)C1=CC(=CC=C1)C(F)(F)F)=O (4-[5-[3,6-dimethyl-2,4-dioxo-1-(3-trifluoromethylphenyl)-1,2,3,4-tetrahydropyrimidin-5-yl]-1H-pyrazol-1-yl]benzonitrile), [B-](F)(F)(F)F.[B-](F)(F)(F)F.C1C[N+]2(CC[N+]1(CC2)CCl)F (Selectfluor), C(C)(=O)OCC (ethyl acetate), Cl (hydrochloric acid). Solvent: C(C)#N (acetonitrile). Reaction conditions: temperature 80 celsius, time 4 hour. Yields the product CN1C(N(C(=C(C1=O)C1=C(C=NN1C1=CC=C(C#N)C=C1)F)C)C1=CC(=CC=C1)C(F)(F)F)=O (4-(5-(3,6-dimethyl-2,4-dioxo-1-(3-trifluoromethylphenyl)-1,2,3,4-tetrahydropyrimidin-5-yl)-4-fluoro-1H-pyrazol-1-yl)benzonitrile). Isolated yield 22.9%. RXN SMILES: [CH3:1][N:2]1[C:7](=[O:8])[C:6]([C:9]2[N:13]([C:14]3[CH:21]=[CH:20][C:17]([C:18]#[N:19])=[CH:16][CH:15]=3)[N:12]=[CH:11][CH:10]=2)=[C:5]([CH3:22])[N:4]([C:23]2[CH:28]=[CH:27][CH:26]=[C:25]([C:29]([F:32])([F:31])[F:30])[CH:24]=2)[C:3]1=[O:33].[B-](F)(F)(F)[F:35].[B-](F)(F)(F)F.C1[N+]2(CCl)CC[N+](F)(CC2)C1.Cl.C(OCC)(=O)C>C(#N)C>[CH3:1][N:2]1[C:7](=[O:8])[C:6]([C:9]2[N:13]([C:14]3[CH:15]=[CH:16][C:17]([C:18]#[N:19])=[CH:20][CH:21]=3)[N:12]=[CH:11][C:10]=2[F:35])=[C:5]([CH3:22])[N:4]([C:23]2[CH:28]=[CH:27][CH:26]=[C:25]([C:29]([F:30])([F:31])[F:32])[CH:24]=2)[C:3]1=[O:33] |f:1.2.3|. Reported procedure: To a solution of 4-(5-(3,6-dimethyl-2,4-dioxo-1-(3-trifluoromethylphenyl)-1,2,3,4-tetrahydropyrimidin-5-yl)-1H-pyrazol-1-yl)benzonitrile (prepared in Example 1) (1.0 g) in acetonitrile (20 ml) was added Selectfluor (trade mark) (1.2 g) and the resulting mixture was stirred at 80° C. for four hours. To the reaction mixture was added 10% hydrochloric acid followed by an addition of ethyl acetate (20 ml×2) such the intended products were extracted into an organic layer. The organic layer was washed...